This data is from the Open Reaction Database (ORD), a public repository of structured organic reaction records. The task is: describe an organic reaction: reactants, conditions, products, and yield Reactants: COC(=O)CCc1ccc(COc2cc(F)ccc2F)cc1C(=O)NC(C)c1ccc2ccccc2c1, CO, Cl, [Na+], [OH-]. Yields the product CC(NC(=O)c1cc(COc2cc(F)ccc2F)ccc1CCC(=O)O)c1ccc2ccccc2c1. Reaction SMILES: [CH3:1][O:2][C:3]([CH2:4][CH2:5][c:6]1[c:7]([C:22](=[O:23])[NH:24][CH:25]([CH3:26])[c:27]2[cH:28][c:29]3[cH:30][cH:31][cH:32][cH:33][c:34]3[cH:35][cH:36]2)[cH:8][c:9]([CH2:12][O:13][c:14]2[c:15]([F:21])[cH:16][cH:17][c:18]([F:20])[cH:19]2)[cH:10][cH:11]1)=[O:37].[CH3:41][OH:42].[ClH:40].[Na+:39].[OH-:38]>>[O:2]=[C:3]([CH2:4][CH2:5][c:6]1[c:7]([C:22](=[O:23])[NH:24][CH:25]([CH3:26])[c:27]2[cH:28][c:29]3[cH:30][cH:31][cH:32][cH:33][c:34]3[cH:35][cH:36]2)[cH:8][c:9]([CH2:12][O:13][c:14]2[c:15]([F:21])[cH:16][cH:17][c:18]([F:20])[cH:19]2)[cH:10][cH:11]1)[OH:37]. Starting materials: ice, O=C(CC(=O)OC)CCCCCCCCCCCCCCCCC (Methyl 3-oxoicosanoate), [BH4-].[Li+] (lithium borohydride). The solvent is O1CCCC1 (tetrahydrofuran), O1CCCC1 (tetrahydrofuran). Run at time 16 hour. Yields the product C(CC(CCCCCCCCCCCCCCCCC)O)O (icosane-1,3-diol). RXN SMILES: [O:1]=[C:2]([CH2:8][CH2:9][CH2:10][CH2:11][CH2:12][CH2:13][CH2:14][CH2:15][CH2:16][CH2:17][CH2:18][CH2:19][CH2:20][CH2:21][CH2:22][CH2:23][CH3:24])[CH2:3][C:4](OC)=[O:5].[BH4-].[Li+]>O1CCCC1>[CH2:4]([OH:5])[CH2:3][CH:2]([OH:1])[CH2:8][CH2:9][CH2:10][CH2:11][CH2:12][CH2:13][CH2:14][CH2:15][CH2:16][CH2:17][CH2:18][CH2:19][CH2:20][CH2:21][CH2:22][CH2:23][CH3:24] |f:1.2|. Reported procedure: Methyl 3-oxoicosanoate (5.2 g, 15.3 mmoles) is dissolved in anhydrous tetrahydrofuran (31 mL) and this solution is added slowly dropwise to an ice-cooled solution of lithium borohydride in anhydrous tetrahydrofuran (2 M, 31 mL, 61.2 mmoles). When the addition is complete, the cooling bath is removed and the reaction is stirred at ambient temperature for 16 hours. The clear, colorless solution is again cooled in an ice bath, and aqueous hydrochloric acid (1 M, 62 mL) is added slowly dropwise to d... Starting materials: C(C1=CC=CC=C1)N1CCN(CC1)C1=NC=C(C(=N1)O)CC(=O)OCC (ethyl 2-(4-benzylpiperazino)-4-hydroxypyrimidine-5-acetate), [OH-].[K+] (KOH). Solvent: C(C)O (ethanol). Yields the product C(C1=CC=CC=C1)N1CCN(CC1)C1=NC=C(C(=N1)O)CC(=O)O (2-(4-benzylpiperazino)-4-hydroxypyrimidine-5-acetic acid). Isolated yield 92.3%. As a reaction SMILES: [CH2:1]([N:8]1[CH2:13][CH2:12][N:11]([C:14]2[N:19]=[C:18]([OH:20])[C:17]([CH2:21][C:22]([O:24]CC)=[O:23])=[CH:16][N:15]=2)[CH2:10][CH2:9]1)[C:2]1[CH:7]=[CH:6][CH:5]=[CH:4][CH:3]=1.[OH-].[K+]>C(O)C>[CH2:1]([N:8]1[CH2:9][CH2:10][N:11]([C:14]2[N:19]=[C:18]([OH:20])[C:17]([CH2:21][C:22]([OH:24])=[O:23])=[CH:16][N:15]=2)[CH2:12][CH2:13]1)[C:2]1[CH:3]=[CH:4][CH:5]=[CH:6][CH:7]=1 |f:1.2|. Reported procedure: A mixture composed of 20 g (56.1 mmoles) of ethyl 2-(4-benzylpiperazino)-4-hydroxypyrimidine-5-acetate (prepared in accordance with Referential Example 70 of Japanese Laid-Open Patent Publication No. 140568/1986), 7.5 g (114 moles) of 85% KOH tablets and 320 ml of ethanol was refluxed for 1 hour. The reaction mixture was concentrated to a solid. Hydrochloric acid and saturated aqueous sodium bicarbonate solution were added to adjust the pH to 4, and the mixture was again concentrated. The result... The reactants are CSC(=C[N+](=O)[O-])SC, CCO, CN(C)Cc1ccc(CSCCNC(=O)c2cccc(N)c2)o1. Product: CSC(=C[N+](=O)[O-])Nc1cccc(C(=O)NCCSCc2ccc(CN(C)C)o2)c1. Reaction SMILES: [CH3:24][S:25][C:26](=[CH:27][N+:28](=[O:29])[O-:30])[S:31][CH3:32].[CH3:33][CH2:34][OH:35].[NH2:1][c:2]1[cH:3][c:4]([C:5](=[O:6])[NH:7][CH2:8][CH2:9][S:10][CH2:11][c:12]2[o:13][c:14]([CH2:17][N:18]([CH3:19])[CH3:20])[cH:15][cH:16]2)[cH:21][cH:22][cH:23]1>>[NH:1]([c:2]1[cH:3][c:4]([C:5](=[O:6])[NH:7][CH2:8][CH2:9][S:10][CH2:11][c:12]2[o:13][c:14]([CH2:17][N:18]([CH3:19])[CH3:20])[cH:15][cH:16]2)[cH:21][cH:22][cH:23]1)[C:26]([S:25][CH3:24])=[CH:27][N+:28](=[O:29])[O-:30]. Starting materials: CI, CC(C)=O, COc1ccccc1COc1cccn2c(CN(C)C)c(C)nc12, ClC(Cl)Cl. Product: COc1ccccc1COc1cccn2c(C[N+](C)(C)C)c(C)nc12, [I-]. Reaction SMILES: [CH3:1][I:2].[CH3:27][C:28](=[O:29])[CH3:30].[CH3:3][N:4]([CH3:5])[CH2:6][c:7]1[c:8]([CH3:26])[n:9][c:10]2[n:11]1[cH:12][cH:13][cH:14][c:15]2[O:16][CH2:17][c:18]1[c:19]([O:24][CH3:25])[cH:20][cH:21][cH:22][cH:23]1.[CH:31]([Cl:32])([Cl:33])[Cl:34]>>[CH3:1][N+:4]([CH3:3])([CH3:5])[CH2:6][c:7]1[c:8]([CH3:26])[n:9][c:10]2[n:11]1[cH:12][cH:13][cH:14][c:15]2[O:16][CH2:17][c:18]1[c:19]([O:24][CH3:25])[cH:20][cH:21][cH:22][cH:23]1.[I-:2]. Reactants: solution, CN (methylamine), CO (methanol), ClC=1SC(=C(N1)C)S(=O)(=O)Cl (2-chloro-4-methyl-1,3-thiazole-5-sulphonyl chloride), O (water). Run in ClCCl (dichloromethane). Reaction conditions: temperature 0 celsius, time 30 minute. Product: ClC=1SC(=C(N1)C)S(=O)(=O)NC (2-Chloro-N,4-dimethyl-1,3-thiazole-5-sulphonamide). The yield is 99.7%. As a reaction SMILES: [CH3:1][NH2:2].CO.[Cl:5][C:6]1[S:7][C:8]([S:12](Cl)(=[O:14])=[O:13])=[C:9]([CH3:11])[N:10]=1.O>ClCCl>[Cl:5][C:6]1[S:7][C:8]([S:12]([NH:2][CH3:1])(=[O:14])=[O:13])=[C:9]([CH3:11])[N:10]=1. Procedure: 177 ml of a solution of methylamine in methanol (2 M, 0.354 mol) are added at 0° C. to a solution of 41 g (0.177 mol) of 2-chloro-4-methyl-1,3-thiazole-5-sulphonyl chloride in 360 ml of dichloromethane. The mixture is stirred at 0° C. for 30 min, 1.8 l of water are added, and the mixture is extracted 5 times with 400 ml of dichloromethane each time. The combined organic phases are dried over sodium sulphate, and the solvent is distilled off. 39.93 g of an oil, which solidifies on standing, are o... Reactants: S1C=NC2=C1C=C(C=C2)NC2=CC(=C(C=N2)C=2OC(=C(N2)C(=O)OCC)C(C)C)NC(C)C (ethyl 2-(6-(benzo[d]thiazol-6-ylamino)-4-(isopropylamino)pyridin-3-yl)-5-isopropyloxazole-4-carboxylate), C[Mg]Br (methyl magnesium bromide). Run in O1CCCC1 (Tetrahydrofuran). Conditions: temperature 25 celsius. Yields the product S1C=NC2=C1C=C(C=C2)NC2=CC(=C(C=N2)C=2OC(=C(N2)C(C)(C)O)C(C)C)NC(C)C (2-(2-(6-(benzo[d]thiazol-6-ylamino)-4-(isopropylamino)pyridin-3-yl)-5-isopropyloxazol-4-yl)propan 2-ol). As a reaction SMILES: [S:1]1[C:5]2[CH:6]=[C:7]([NH:10][C:11]3[N:16]=[CH:15][C:14]([C:17]4[O:18][C:19]([CH:27]([CH3:29])[CH3:28])=[C:20](C(OCC)=O)[N:21]=4)=[C:13]([NH:30][CH:31]([CH3:33])[CH3:32])[CH:12]=3)[CH:8]=[CH:9][C:4]=2[N:3]=[CH:2]1.C[Mg]Br>O1CCCC1>[S:1]1[C:5]2[CH:6]=[C:7]([NH:10][C:11]3[N:16]=[CH:15][C:14]([C:17]4[O:18][C:19]([CH:27]([CH3:29])[CH3:28])=[C:20]([C:19]([OH:18])([CH3:27])[CH3:20])[N:21]=4)=[C:13]([NH:30][CH:31]([CH3:33])[CH3:32])[CH:12]=3)[CH:8]=[CH:9][C:4]=2[N:3]=[CH:2]1. Reported procedure: To a solution ethyl 2-(6-(benzo[d]thiazol-6-ylamino)-4-(isopropylamino)pyridin-3-yl)-5-methyloxazole-4-carboxylate (29) (150 mg, 0.34 mmol) in dry Tetrahydrofuran (10 mL) was added methyl magnesium bromide (2.132 mmol) (3.0 M in diethyl ether) at −78° C. Reaction mixture was allowed to warm up to 25° C. over 2 h. The reaction mixture was cooled to 0° C. and quenched by the addition of saturated aqueous NH4Cl solution dropwise. Extracted with ethyl acetate, dried over Na2SO4, filtered and concent... Starting materials: Cl.FC1=CC=C(C=C1)C(C(CC1=CC=C(C=C1)C(F)(F)F)N)O ((1RS,2SR)-1-(4-fluorophenyl)-1-hydroxy-3-(4-(trifluoromethyl)phenyl)-2-propylamine hydrochloride), C1=C(C=CC2=CC=CC=C12)C(=O)Cl (2-naphthoyl chloride), C(O)([O-])=O.[Na+] (sodium hydrogen carbonate). The solvent is C(C)(=O)OCC (ethyl acetate), O (water). Conditions: time 8 hour. Product: FC1=CC=C(C=C1)C(C(CC1=CC=C(C=C1)C(F)(F)F)NC(=O)C1=CC2=CC=CC=C2C=C1)O (N-((1RS,2SR)-2-(4-fluorophenyl)-2-hydroxy-1-((4-(trifluoromethyl)phenyl)methyl)ethyl)-2-naphthalenecarboxamide). Yield: 65.7%. Reaction SMILES: Cl.[F:2][C:3]1[CH:8]=[CH:7][C:6]([CH:9]([OH:23])[CH:10]([NH2:22])[CH2:11][C:12]2[CH:17]=[CH:16][C:15]([C:18]([F:21])([F:20])[F:19])=[CH:14][CH:13]=2)=[CH:5][CH:4]=1.[CH:24]1[C:33]2[C:28](=[CH:29][CH:30]=[CH:31][CH:32]=2)[CH:27]=[CH:26][C:25]=1[C:34](Cl)=[O:35].C(=O)([O-])O.[Na+]>C(OCC)(=O)C.O>[F:2][C:3]1[CH:4]=[CH:5][C:6]([CH:9]([OH:23])[CH:10]([NH:22][C:34]([C:25]2[CH:26]=[CH:27][C:28]3[C:33](=[CH:32][CH:31]=[CH:30][CH:29]=3)[CH:24]=2)=[O:35])[CH2:11][C:12]2[CH:17]=[CH:16][C:15]([C:18]([F:21])([F:20])[F:19])=[CH:14][CH:13]=2)=[CH:7][CH:8]=1 |f:0.1,3.4|. Procedure details: To a solution of (1RS,2SR)-1-(4-fluorophenyl)-1-hydroxy-3-(4-(trifluoromethyl)phenyl)-2-propylamine hydrochloride (200 mg, 0.57 mmol) in ethyl acetate (5 ml) were added 2-naphthoyl chloride (164 mg, 0.86 mmol) and saturated aqueous sodium hydrogen carbonate (5 ml) and the mixture was stirred overnight at room temperature. The reaction solution was diluted with water (50 ml), and extracted with ethyl acetate (50 ml×2). The extract was washed with saturated brine, dried over anhydrous magnesium su... The reactants are ClC1=C(C#N)C(=CC=C1)C (2-chloro-6-methylbenzonitrile), N1CCCCC1 (piperidine), C(=O)N1CCCCC1 (N-formyl piperidine). The solvent is CCOC(=O)C (EtOAc). Run at temperature 150 celsius, time 4 day. Product: CC1=C(C#N)C(=CC=C1)N1CCCCC1 (2-Methyl-6-piperidin-1-ylbenzonitrile). As a reaction SMILES: Cl[C:2]1[CH:9]=[CH:8][CH:7]=[C:6]([CH3:10])[C:3]=1[C:4]#[N:5].[NH:11]1[CH2:16][CH2:15][CH2:14][CH2:13][CH2:12]1.C(N1CCCCC1)=O>CCOC(C)=O>[CH3:10][C:6]1[CH:7]=[CH:8][CH:9]=[C:2]([N:11]2[CH2:16][CH2:15][CH2:14][CH2:13][CH2:12]2)[C:3]=1[C:4]#[N:5]. Procedure: 2-Methyl-6-piperidin-1-ylbenzonitrile (1 b) was prepared according to the method described by Grell, W. J. Med. Chem. 1998, 41, 5219. A mixture of 2-chloro-6-methylbenzonitrile (1a, 8.5 g), piperidine (16.6 mL, 3 eq) and N-formyl piperidine (12.5 mL) was heated in an oil bath at 150° C. under N2. After a period of 4 days, HPLC indicated complete conversion of starting materials to product. The reaction mixture was cooled to RT, dissolved in 100 mL of EtOAc, washed with water, 10% HCl, and NaHCO3...